describe an organic reaction: reactants, conditions, products, and yield From a dataset of the Open Reaction Database (ORD), a public repository of structured organic reaction records. The reactants are Cl (HCl), N(=O)[O-].[Na+] (sodium nitrite), ClC1=C(C=CC=C1)C1=NN(C(=C1C#CC1=CC=CC=C1)N)C (3-(2-chlorophenyl)-1-methyl-4-(phenylethynyl)-1H-pyrazol-5-amine). Run in O (water). Run at temperature -15 celsius, time 5 minute. Yields the product ClC1=C2C(=NN=C1C1=CC=CC=C1)N(N=C2C2=C(C=CC=C2)Cl)C (4-chloro-3-(2-chlorophenyl)-1-methyl-5-phenyl-1H-pyrazolo[3,4-c]pyridazine). Reaction SMILES: [Cl:1][C:2]1[CH:7]=[CH:6][CH:5]=[CH:4][C:3]=1[C:8]1[C:12]([C:13]#[C:14][C:15]2[CH:20]=[CH:19][CH:18]=[CH:17][CH:16]=2)=[C:11]([NH2:21])[N:10]([CH3:22])[N:9]=1.[ClH:23].[N:24]([O-])=O.[Na+]>O>[Cl:23][C:13]1[C:14]([C:15]2[CH:16]=[CH:17][CH:18]=[CH:19][CH:20]=2)=[N:24][N:21]=[C:11]2[N:10]([CH3:22])[N:9]=[C:8]([C:3]3[CH:4]=[CH:5][CH:6]=[CH:7][C:2]=3[Cl:1])[C:12]=12 |f:2.3|. Reported procedure: To a cooled (cooling bath −15° C.) stirred suspension of 3-(2-chlorophenyl)-1-methyl-4-(phenylethynyl)-1H-pyrazol-5-amine (136 mg, 0.44 mmol) in cone. HCl (3.7 mL) was added a solution of sodium nitrite (34 mg, 0.49 mmol) in water (0.3 mL). After 5 min, the cooling bath was removed and the reaction mixture was stirred at room temperature for 1 h. The reaction was cooled again (0° C.) and poured onto a sat. NaHCO3 solution. Ethyl acetate was added and pH was adjusted to 7-8 with sat. NaHCO3. The ...